Dataset: the Open Reaction Database (ORD), a public repository of structured organic reaction records. Task: describe an organic reaction: reactants, conditions, products, and yield Reactants: BrC=1C=NC(=NC1)I (5-bromo-2-iodopyrimidine), [F-].[K+] (potassium fluoride), cuprous iodide, N (ammonia), FC(F)(F)[Si](C)(C)C ((trifluoromethyl)trimethylsilane). The solvent is CN1C(CCC1)=O (N-methylpyrrolidinone), CN(C=O)C (dimethyl formamide). Yields the product BrC=1C=NC(=NC1)C(F)(F)F (5-Bromo-2-trifluoromethylpyrimidine). As a reaction SMILES: [F-].[K+].[F:3][C:4]([Si](C)(C)C)([F:6])[F:5].[Br:11][C:12]1[CH:13]=[N:14][C:15](I)=[N:16][CH:17]=1.N>CN1CCCC1=O.CN(C)C=O>[Br:11][C:12]1[CH:13]=[N:14][C:15]([C:4]([F:6])([F:5])[F:3])=[N:16][CH:17]=1 |f:0.1|. Procedure: A mixture of potassium fluoride (1.77 g) and cuprous iodide (5.79 g) was stirred and heated together using a heat gun under vacuum (˜1 mm) for 20 min. After cooling, dimethyl formamide (20 ml) and N-methylpyrrolidinone (20 ml) were added followed by (trifluoromethyl)trimethylsilane (4.1 ml) and 5-bromo-2-iodopyrimidine (6.5 g). The mixture was stirred at rt for 5 h and then the brown solution was poured into 6N ammonia solution. The product was extracted into ethyl acetate and the extracts were ... The reactants are CC1=CC=C(C=C1)Cl (p-methylphenyl chloride), CC(=O)C (acetone), P (phosphine), C(=O)([O-])[O-].[Cs+].[Cs+] (Cs2CO3). Reagents/catalysts: C(C=CC1=CC=CC=C1)Cl.[Pd] (palladium cinnamyl chloride). Yields the product C1(=CC=C(C=C1)CC(C)=O)C (1-(p-tolyl)-2-propanone). The yield is 68.0%. As a reaction SMILES: [CH3:1][C:2]1[CH:7]=[CH:6][C:5](Cl)=[CH:4][CH:3]=1.P.C([O-])([O-])=O.[Cs+].[Cs+].[CH3:16][C:17]([CH3:19])=[O:18]>C(Cl)C=CC1C=CC=CC=1.[Pd]>[C:2]1([CH3:1])[CH:7]=[CH:6][C:5]([CH2:16][C:17](=[O:18])[CH3:19])=[CH:4][CH:3]=1 |f:2.3.4,6.7|. Reported procedure: This reaction is carried out in the same manner as the reaction in example 3. The difference is that, the reactants are p-methylphenyl chloride (127.0 mg, 1.0 mmol), palladium cinnamyl chloride (7.9 mg, 0.015 mmol), 2-Methoxy-6-(N-methyl-N-phenyl-amino) henyldicyclohexyl)phosphine (24.3 mg, 0.060 mmol), Cs2CO3 (652.2 mg, 2.0 mmol) in 4.0 mL acetone at 90° C. for 18 h. 1-(p-tolyl)-2-propanone (100.5 mg) was obtained with a yield of 68% as liquid. 1H NMR (300 MHz, CDCl3) δ 7.19-7.05 (m, 4H, ArH), ... Reactants: ice water, CC1=C(O)C(=CC(=C1C)O)C (2,3,6-trimethylhydroquinone), [Cl-].[Al+3].[Cl-].[Cl-] (aluminum chloride), CC(=CCO)C (3-methyl-2-buten-1-ol). The solvent is ClCCl (dichloromethane). Run at time 30 minute. The product is CC1(OC2=C(C(=C(C(=C2CC1)C)O)C)C)C (2,2,5,7,8-pentamethylchroman-6-ol). Isolated yield 41.2%. RXN SMILES: [CH3:1][C:2]1[C:8]([CH3:9])=[C:7]([OH:10])[CH:6]=[C:5]([CH3:11])[C:3]=1[OH:4].[Cl-].[Al+3].[Cl-].[Cl-].[CH3:16][C:17]([CH3:21])=[CH:18][CH2:19]O>ClCCl>[CH3:16][C:17]1([CH3:21])[CH2:18][CH2:19][C:6]2[C:7](=[C:8]([CH3:9])[C:2]([CH3:1])=[C:3]([OH:4])[C:5]=2[CH3:11])[O:10]1 |f:1.2.3.4|. Reported procedure: 257 g (1.69 mol) of 2,3,6-trimethylhydroquinone were introduced into a suspension of 248 g (1.86 mol) of anhydrous aluminum chloride in 850 ml of dry dichloromethane at 5° C. After stirring for 30 min, 160 g (1.86 mol) of 3-methyl-2-buten-1-ol were added dropwise at 5°-10° C. The mixture was stirred at room temperature overnight and then poured into ice-water, the precipitate was filtered off, the filtrate was extracted with dichloromethane, and the organic phase was washed with water to neutral... The reactants are COC=1C=C2C(=CN(C2=CC1OC)CCCO[Si](C)(C)C(C)(C)C)C1=CC=2C(=NC=CC2)N1S(=O)(=O)C1=CC=C(C=C1)C (2-[5,6-dimethoxy-1-(3-tert-butyldimethylsilyloxypropyl)indol-3-yl]-1-(toluene-4-sulfonyl)-1H-pyrrolo[2,3-b]pyridine), [F-].C(CCC)[N+](CCCC)(CCCC)CCCC (tetrabutylammonium fluoride). The product is COC=1C=C2C(=CN(C2=CC1OC)CCCF)C1=CC=2C(=NC=CC2)N1S(=O)(=O)C1=CC=C(C=C1)C (2-[5,6-dimethoxy-1-(3-fluoropropyl)indol-3-yl]-1-(toluene-4-sulfonyl)-1H-pyrrolo[2,3-b]pyridine), COC=1C=C2C(=CN(C2=CC1OC)CCCO)C1=CC=2C(=NC=CC2)N1S(=O)(=O)C1=CC=C(C=C1)C (3-{5,6-dimethoxy-3-[1-(toluene-4-sulfonyl)-1H-pyrrolo[2,3-b]pyridin-2-yl]indol-1-yl}propanol). Reaction SMILES: [CH3:1][O:2][C:3]1[CH:4]=[C:5]2[C:9](=[CH:10][C:11]=1[O:12][CH3:13])[N:8]([CH2:14][CH2:15][CH2:16][O:17][Si](C(C)(C)C)(C)C)[CH:7]=[C:6]2[C:25]1[N:33]([S:34]([C:37]2[CH:42]=[CH:41][C:40]([CH3:43])=[CH:39][CH:38]=2)(=[O:36])=[O:35])[C:28]2=[N:29][CH:30]=[CH:31][CH:32]=[C:27]2[CH:26]=1.[F-:44].C([N+](CCCC)(CCCC)CCCC)CCC>>[CH3:1][O:2][C:3]1[CH:4]=[C:5]2[C:9](=[CH:10][C:11]=1[O:12][CH3:13])[N:8]([CH2:14][CH2:15][CH2:16][F:44])[CH:7]=[C:6]2[C:25]1[N:33]([S:34]([C:37]2[CH:42]=[CH:41][C:40]([CH3:43])=[CH:39][CH:38]=2)(=[O:36])=[O:35])[C:28]2=[N:29][CH:30]=[CH:31][CH:32]=[C:27]2[CH:26]=1.[CH3:1][O:2][C:3]1[CH:4]=[C:5]2[C:9](=[CH:10][C:11]=1[O:12][CH3:13])[N:8]([CH2:14][CH2:15][CH2:16][OH:17])[CH:7]=[C:6]2[C:25]1[N:33]([S:34]([C:37]2[CH:42]=[CH:41][C:40]([CH3:43])=[CH:39][CH:38]=2)(=[O:35])=[O:36])[C:28]2=[N:29][CH:30]=[CH:31][CH:32]=[C:27]2[CH:26]=1 |f:1.2|. Reported procedure: 3-{5,6-Dimethoxy-3-[1-(toluene-4-sulfonyl)-1H-pyrrolo[2,3-b]pyridin-2-yl]indol-1-yl}propanol and 2-[5,6-dimethoxy-1-(3-fluoropropyl)indol-3-yl]-1-(toluene-4-sulfonyl)-1H-pyrrolo[2,3-b]pyridine are prepared by following the procedure described in example 89b, but using 0.605 g of 2-[5,6-dimethoxy-1-(3-tert-butyldimethylsilyloxypropyl)indol-3-yl]-1-(toluene-4-sulfonyl)-1H-pyrrolo[2,3-b]pyridine and 1.95 ml of tetrabutylammonium fluoride (TBAF). After purification by flash chromatography (silica, 9...